From a dataset of the Open Reaction Database (ORD), a public repository of structured organic reaction records. describe an organic reaction: reactants, conditions, products, and yield The reactants are C1CCOC1, CSc1cnc(Cl)nc1, [H-], [Na+], CCS(=O)(=O)Nc1nc(-c2ncccn2)nc(OCCO)c1Oc1ccccc1OC, O=C(O)CC(O)(CC(=O)O)C(=O)O. Yields the product CCS(=O)(=O)Nc1nc(-c2ncccn2)nc(OCCOc2ncc(SC)cn2)c1Oc1ccccc1OC. Reaction SMILES: [CH2:56]1[O:57][CH2:58][CH2:59][CH2:60]1.[Cl:34][c:35]1[n:36][cH:37][c:38]([S:41][CH3:42])[cH:39][n:40]1.[H-:32].[Na+:33].[OH:1][CH2:2][CH2:3][O:4][c:5]1[c:6]([O:23][c:24]2[c:25]([O:30][CH3:31])[cH:26][cH:27][cH:28][cH:29]2)[c:7]([NH:17][S:18](=[O:19])(=[O:20])[CH2:21][CH3:22])[n:8][c:9](-[c:11]2[n:12][cH:13][cH:14][cH:15][n:16]2)[n:10]1.[OH:43][C:44]([CH2:45][C:46]([C:47](=[O:48])[OH:49])([CH2:50][C:51](=[O:52])[OH:53])[OH:54])=[O:55]>>[O:1]([CH2:2][CH2:3][O:4][c:5]1[c:6]([O:23][c:24]2[c:25]([O:30][CH3:31])[cH:26][cH:27][cH:28][cH:29]2)[c:7]([NH:17][S:18](=[O:19])(=[O:20])[CH2:21][CH3:22])[n:8][c:9](-[c:11]2[n:12][cH:13][cH:14][cH:15][n:16]2)[n:10]1)[c:35]1[n:36][cH:37][c:38]([S:41][CH3:42])[cH:39][n:40]1. The product is O[C@H]1CN(CC1)C1=NC=C(C=C1C=1C=NC(=CC1)C)C(=O)NC1=CC=C(C=C1)OC(F)(F)F ((R)-2-(3-Hydroxypyrrolidin-1-yl)-6′-methyl-N-(4-(trifluoromethoxy)phenyl)-[3,3′-bipyridine]-5-carboxamide). As a reaction SMILES: Br[C:2]1[C:3]([N:22]2[CH2:26][CH2:25][C@@H:24]([OH:27])[CH2:23]2)=[N:4][CH:5]=[C:6]([CH:21]=1)[C:7]([NH:9][C:10]1[CH:15]=[CH:14][C:13]([O:16][C:17]([F:20])([F:19])[F:18])=[CH:12][CH:11]=1)=[O:8].[CH3:28][C:29]1[N:34]=[CH:33][C:32](B(O)O)=[CH:31][CH:30]=1>>[OH:27][C@@H:24]1[CH2:25][CH2:26][N:22]([C:3]2[C:2]([C:32]3[CH:33]=[N:34][C:29]([CH3:28])=[CH:30][CH:31]=3)=[CH:21][C:6]([C:7]([NH:9][C:10]3[CH:15]=[CH:14][C:13]([O:16][C:17]([F:20])([F:19])[F:18])=[CH:12][CH:11]=3)=[O:8])=[CH:5][N:4]=2)[CH2:23]1. Starting materials: BrC=1C(=NC=C(C(=O)NC2=CC=C(C=C2)OC(F)(F)F)C1)N1C[C@@H](CC1)O ((R)-5-bromo-6-(3-hydroxypyrrolidin-1-yl)-N-(4-(trifluoromethoxy)phenyl)nicotinamide), CC1=CC=C(C=N1)B(O)O ((6-methylpyridin-3-yl)boronic acid). Reported procedure: The title compound was prepared in an analogous fashion to that described in Example 36 using (R)-5-bromo-6-(3-hydroxypyrrolidin-1-yl)-N-(4-(trifluoromethoxy)phenyl)nicotinamide (Stage 35.1) and (6-methylpyridin-3-yl)boronic acid to afford a white solid. UPLC-MS (condition 1) tR=1.60 min, m/z=459.0 [M+H]+, m/z=457.2 [M−H]−; 1H-NMR (400 MHz, DMSO-d6) δ ppm 1.73 (dd, J=8.07, 3.91 Hz, 1H) 1.77-1.89 (m, 1H) 2.55 (s, 3H) 2.88 (d, J=11.74 Hz, 1H) 3.17-3.27 (m, 2H) 3.42 (br. s, 1H) 4.19 (br. s, 1H) 4.8... The reactants are O=O (oxygen), said solution, C1(=CC=CC=C1)O (phenol), S(O)(O)(=O)=O (sulfuric acid). The solvent is CO (methanol), CO (methanol), CO (methanol). Run at temperature 100 celsius, time 60 minute. The product is C1(=CC=CC=C1)O (phenol), C1(C=CC(C=C1)=O)=O (benzoquinone). RXN SMILES: [C:1]1([OH:7])[CH:6]=[CH:5][CH:4]=[CH:3][CH:2]=1.S(=O)(=O)(O)[OH:9].O=O>CO>[C:1]1([OH:7])[CH:6]=[CH:5][CH:4]=[CH:3][CH:2]=1.[C:4]1(=[O:9])[CH:5]=[CH:6][C:1](=[O:7])[CH:2]=[CH:3]1. Procedure details: Twenty milligrams of the inactive complex obtained as described in Example 1, 100 milligrams of phenol and one cubic centimeter of methanol were added to a 1/2 ounce bottle. The complex was insoluble in the methanol. Two microliter portions of concentrated sulfuric acid were added until 10 microliters were in the bottle. The insoluble complex went into solution with the methanol and acid when the mixture was heated with steam at 100° C. An oxidation was run with the solution formed by charging 1... Reactants: C(C1=CC=CC=C1)OC(=O)N1CC(CCC1)(C1=CC=CC=C1)N (rac-3-amino-3-phenyl-piperidine-1-carboxylic acid benzyl ester), COC1=C(C(=O)Cl)C(=CC(=C1)C(F)(F)F)C(F)(F)F (2-methoxy-4,6-bis-trifluoromethyl-benzoyl chloride). Product: C(C1=CC=CC=C1)OC(=O)N1CC(CCC1)(C1=CC=CC=C1)NC(C1=C(C=C(C=C1C(F)(F)F)C(F)(F)F)OC)=O (rac-3-(2-Methoxy-4,6-bis-trifluoromethyl-benzoylamino)-3-phenyl-piperidine-1-carboxylic acid benzyl ester). Reaction SMILES: [CH2:1]([O:8][C:9]([N:11]1[CH2:16][CH2:15][CH2:14][C:13]([NH2:23])([C:17]2[CH:22]=[CH:21][CH:20]=[CH:19][CH:18]=2)[CH2:12]1)=[O:10])[C:2]1[CH:7]=[CH:6][CH:5]=[CH:4][CH:3]=1.[CH3:24][O:25][C:26]1[CH:34]=[C:33]([C:35]([F:38])([F:37])[F:36])[CH:32]=[C:31]([C:39]([F:42])([F:41])[F:40])[C:27]=1[C:28](Cl)=[O:29]>>[CH2:1]([O:8][C:9]([N:11]1[CH2:16][CH2:15][CH2:14][C:13]([NH:23][C:28](=[O:29])[C:27]2[C:31]([C:39]([F:41])([F:42])[F:40])=[CH:32][C:33]([C:35]([F:36])([F:37])[F:38])=[CH:34][C:26]=2[O:25][CH3:24])([C:17]2[CH:22]=[CH:21][CH:20]=[CH:19][CH:18]=2)[CH2:12]1)=[O:10])[C:2]1[CH:7]=[CH:6][CH:5]=[CH:4][CH:3]=1. Procedure: In analogy to the procedure described for the synthesis of example 16, the title compound was prepared from rac-3-amino-3-phenyl-piperidine-1-carboxylic acid benzyl ester and 2-methoxy-4,6-bis-trifluoromethyl-benzoyl chloride (CAS: 886503-47-5). As a reaction SMILES: [Li]CCCC.Br[C:7]1[CH:8]=[CH:9][C:10]([C:18]([OH:20])=[O:19])=[N:11][C:12]=1[O:13][CH2:14][CH:15]1[CH2:17][CH2:16]1.[O:21]1[CH2:24][C:23](=[O:25])[CH2:22]1>C1COCC1>[CH:15]1([CH2:14][O:13][C:12]2[N:11]=[C:10]([C:18]([OH:20])=[O:19])[CH:9]=[CH:8][C:7]=2[C:23]2([OH:25])[CH2:24][O:21][CH2:22]2)[CH2:17][CH2:16]1. Procedure details: Under a nitrogen atmosphere, n-BuLi (3.23 mL, 5.6 mmol) was added dropwise to a solution of 5-bromo-6-cyclopropylmethoxy-pyridine-2-carboxylic acid (Example 9 d, 1.1 g, 4.0 mmol) in THF (50 mL) at −78° C. and stirred for 1 h at this temperature. Then a solution of oxetan-3-one (CAN 6704-31-0, 0.73 g, 10 mmol) in THF (5 mL) was added at −78° C. The reaction mixture was stirred for 1 h at room temperature and quenched with aq. NH4Cl solution. The pH was adjusted to 2 with conc. HCl. The mixture wa... The solvent is C1CCOC1 (THF), C1CCOC1 (THF). The product is C1(CC1)COC1=C(C=CC(=N1)C(=O)O)C1(COC1)O (6-Cyclopropylmethoxy-5-(3-hydroxy-oxetan-3-yl)-pyridine-2-carboxylic acid). Starting materials: [Li]CCCC (n-BuLi), O1CC(C1)=O (oxetan-3-one), BrC=1C=CC(=NC1OCC1CC1)C(=O)O (5-bromo-6-cyclopropylmethoxy-pyridine-2-carboxylic acid). The yield is 12.3%. Conditions: time 1 hour. Reactants: C(CCCCCCCCCCCCCCCCC)(=O)NCCCCC1=CC=NC2=C3N=CC=CC3=CC=C12 (4-(4-(octadecanoylamino)butyl)-1,10-phenanthroline), N1=CC=CC=2C(=CC3=CC=CN=C3C12)N (1,10-phenanthrolin-5-amine). The product is C(CCCCCCCCCCCCCCCCC)(=O)NC1=C2C=CC=NC2=C2N=CC=CC2=C1 (5-(octadecanoylamino)-1,10-phenanthroline). As a reaction SMILES: [C:1](NCCCCC1C2C(=C3C(=CC=2)C=CC=N3)N=CC=1)(=[O:19])[CH2:2][CH2:3][CH2:4][CH2:5][CH2:6][CH2:7][CH2:8][CH2:9][CH2:10][CH2:11][CH2:12][CH2:13][CH2:14][CH2:15][CH2:16][CH2:17][CH3:18].[N:39]1[C:52]2[C:51]3[C:46](=[CH:47][CH:48]=[CH:49][N:50]=3)[CH:45]=[C:44]([NH2:53])[C:43]=2[CH:42]=[CH:41][CH:40]=1>>[C:1]([NH:53][C:44]1[CH:45]=[C:46]2[C:51]([N:50]=[CH:49][CH:48]=[CH:47]2)=[C:52]2[C:43]=1[CH:42]=[CH:41][CH:40]=[N:39]2)(=[O:19])[CH2:2][CH2:3][CH2:4][CH2:5][CH2:6][CH2:7][CH2:8][CH2:9][CH2:10][CH2:11][CH2:12][CH2:13][CH2:14][CH2:15][CH2:16][CH2:17][CH3:18]. Procedure: 5-(octadecanoylamino)-1,10-phenanthroline was prepared according to the procedure used in Example 5 to prepare 4-(4-(octadecanoylamino)butyl)-1,10-phenanthroline, with the exception that 1,10-phenanthrolin-5-amine was used in place of 4-(aminobutyl)-1,10-phenanthroline.